This data is from the Open Reaction Database (ORD), a public repository of structured organic reaction records. The task is: describe an organic reaction: reactants, conditions, products, and yield Reactants: [C-]#N.[Na+] (sodium cyanide), ClC[C@H]1CN(CC[C@H]1CCCC1=CC=NC2=CC=C(C=C12)OC)CCCC1=CC=CC=C1 ((3R,4R)-3-chloromethyl-4-[3-(6-methoxyquinolin-4-yl)propyl]-1-(3-phenylpropyl)piperidine), O (water). Run in CS(=O)C (dimethyl sulfoxide). Conditions: temperature 60 celsius. Product: COC=1C=C2C(=CC=NC2=CC1)CCC[C@H]1[C@H](CN(CC1)CCCC1=CC=CC=C1)CC#N ((3R,4R)-4-[3-(6-methoxyquinolin-4-yl)propyl]-1-[3-phenylpropyl]piperidine-3-acetonitrile). Isolated yield 26.7%. As a reaction SMILES: [C-:1]#[N:2].[Na+].Cl[CH2:5][C@@H:6]1[C@H:11]([CH2:12][CH2:13][CH2:14][C:15]2[C:24]3[C:19](=[CH:20][CH:21]=[C:22]([O:25][CH3:26])[CH:23]=3)[N:18]=[CH:17][CH:16]=2)[CH2:10][CH2:9][N:8]([CH2:27][CH2:28][CH2:29][C:30]2[CH:35]=[CH:34][CH:33]=[CH:32][CH:31]=2)[CH2:7]1.O>CS(C)=O>[CH3:26][O:25][C:22]1[CH:23]=[C:24]2[C:19](=[CH:20][CH:21]=1)[N:18]=[CH:17][CH:16]=[C:15]2[CH2:14][CH2:13][CH2:12][C@@H:11]1[CH2:10][CH2:9][N:8]([CH2:27][CH2:28][CH2:29][C:30]2[CH:35]=[CH:34][CH:33]=[CH:32][CH:31]=2)[CH2:7][C@@H:6]1[CH2:5][C:1]#[N:2] |f:0.1|. Reported procedure: 0.565 g of sodium cyanide was added to a stirred solution of 1.3 g of (3R,4R)-3-chloromethyl-4-[3-(6-methoxyquinolin-4-yl)propyl]-1-(3-phenylpropyl)piperidine in 50 cm3 of dimethyl sulfoxide and then the mixture was heated at a temperature in the region of 60° C. for 20 hours. After cooling, the reaction mixture was poured onto 500 cm3 of water and then extracted with 2 times 200 cm3 of diethyl ether. The combined extracts were dried over magnesium sulfate, filtered, and then evaporated under re... The reactants are O1C=CC2=C1CCCC2N (4,5,6,7-tetrahydro-1-benzofuran-4-amine), COC1=C2CCCC(C2=CC=C1)=O (5-methoxy-3,4-dihydronaphthalen-1(2H)-one). Product: COC1=C2CCCC(C2=CC=C1)N (5-methoxy-1,2,3,4-tetrahydronaphthalen-1-amine). As a reaction SMILES: O1[C:5]2[CH2:6][CH2:7][CH2:8][CH:9]([NH2:10])[C:4]=2[CH:3]=[CH:2]1.[CH3:11][O:12][C:13]1C=CC=C2[C:14]=1CCCC2=O>>[CH3:11][O:12][C:13]1[CH:14]=[CH:2][CH:3]=[C:4]2[C:5]=1[CH2:6][CH2:7][CH2:8][CH:9]2[NH2:10]. Procedure: Following the procedure for the preparation of 4,5,6,7-tetrahydro-1-benzofuran-4-amine but substituting 5-methoxy-3,4-dihydronaphthalen-1(2H)-one and making non-critical variations provided the title compound as a oil: 1H NMR (400 MHz, CDCl3) δ 7.19, 7.05, 6.75, 4.00, 3.84, 2.76, 2.61, 1.97, 1.70; 13C NMR (100 MHz, CDCl3) δ 157.44, 142.83, 126.67, 126.02, 120.53, 108.09, 55.72, 49.75, 33.21, 23.57, 19.11; HRMS (FAB) calcd for C11H15NO+H 178.1232, found 178.1233. Reactants: CC(OCC(=O)O)C1CCC2C3=CC=C4CC(O[Si](C)(C)C(C)(C)C)CC(O[Si](C)(C)C(C)(C)C)C4(C)C3CCC21C, CCC(O)CC, CN(C)c1ccncc1, C(=NC1CCCCC1)=NC1CCCCC1, ClCCl. The product is CCC(CC)OC(=O)COC(C)C1CCC2C3=CC=C4CC(O[Si](C)(C)C(C)(C)C)CC(O[Si](C)(C)C(C)(C)C)C4(C)C3CCC21C. Reaction SMILES: [C:1]([CH3:2])([CH3:3])([CH3:4])[Si:5]([O:6][CH:7]1[CH2:8][CH:9]([O:33][Si:34]([CH3:35])([CH3:36])[C:37]([CH3:38])([CH3:39])[CH3:40])[CH2:10][C:11]2=[CH:12][CH:13]=[C:14]3[CH:15]4[CH2:16][CH2:17][CH:18]([CH:19]([CH3:20])[O:21][CH2:22][C:23](=[O:24])[OH:25])[C:26]4([CH3:32])[CH2:27][CH2:28][CH:29]3[C:30]12[CH3:31])([CH3:41])[CH3:42].[CH3:43][CH2:44][CH:45]([CH2:46][CH3:47])[OH:48].[CH3:64][N:65]([CH3:66])[c:67]1[cH:68][cH:69][n:70][cH:71][cH:72]1.[CH:49]1([N:50]=[C:51]=[N:52][CH:53]2[CH2:54][CH2:55][CH2:56][CH2:57][CH2:58]2)[CH2:59][CH2:60][CH2:61][CH2:62][CH2:63]1.[Cl:73][CH2:74][Cl:75]>>[C:1]([CH3:2])([CH3:3])([CH3:4])[Si:5]([O:6][CH:7]1[CH2:8][CH:9]([O:33][Si:34]([CH3:35])([CH3:36])[C:37]([CH3:38])([CH3:39])[CH3:40])[CH2:10][C:11]2=[CH:12][CH:13]=[C:14]3[CH:15]4[CH2:16][CH2:17][CH:18]([CH:19]([CH3:20])[O:21][CH2:22][C:23](=[O:24])[O:25][CH:45]([CH2:44][CH3:43])[CH2:46][CH3:47])[C:26]4([CH3:32])[CH2:27][CH2:28][CH:29]3[C:30]12[CH3:31])([CH3:41])[CH3:42]. Starting materials: C12N(CC(CC1)C2)CCOC2=CC=C(C(=O)C=1C3=C(SC1C1=CC=C(C=C1)OS(=O)(=O)C)C=C(C=C3)OS(=O)(=O)C)C=C2 (Methanesulfonic acid 3-{4-[2-(2-aza-bicyclo[2.2.1]hept-2-yl)-ethoxy]-benzoyl}-2-(4-methanesulfonyloxy-phenyl)-benzo[b]thiophen-6-yl ester), C([O-])([O-])=O.[K+].[K+] (potassium carbonate). Run in CO (methanol). Product: C12N(CC(CC1)C2)CCOC2=CC=C(C=C2)C(=O)C=2C1=C(SC2C2=CC=C(C=C2)O)C=C(C=C1)O ({4-[2-(2-Aza-bicyclo[2.2.1]hept-2-yl)-ethoxy]-phenyl}-[6-hydroxy-2-(4-hydroxy-phenyl)-benzo[b]thiophen-3-yl]-methanone). As a reaction SMILES: [CH:1]12[CH2:7][CH:4]([CH2:5][CH2:6]1)[CH2:3][N:2]2[CH2:8][CH2:9][O:10][C:11]1[CH:43]=[CH:42][C:14]([C:15]([C:17]2[C:18]3[CH:36]=[CH:35][C:34]([O:37]S(C)(=O)=O)=[CH:33][C:19]=3[S:20][C:21]=2[C:22]2[CH:27]=[CH:26][C:25]([O:28]S(C)(=O)=O)=[CH:24][CH:23]=2)=[O:16])=[CH:13][CH:12]=1.C(=O)([O-])[O-].[K+].[K+]>CO>[CH:1]12[CH2:7][CH:4]([CH2:5][CH2:6]1)[CH2:3][N:2]2[CH2:8][CH2:9][O:10][C:11]1[CH:12]=[CH:13][C:14]([C:15]([C:17]2[C:18]3[CH:36]=[CH:35][C:34]([OH:37])=[CH:33][C:19]=3[S:20][C:21]=2[C:22]2[CH:27]=[CH:26][C:25]([OH:28])=[CH:24][CH:23]=2)=[O:16])=[CH:42][CH:43]=1 |f:1.2.3|. Procedure details: A solution of the product from Step 5 (111 mg, 0.17 mmol) and potassium carbonate (7.5 equiv.) in 10 mL of methanol was heated at 50° C. for 48 hrs. The mixture was concentrated to a solid. This solid was chromatographed on silica gel using 1% MeOH/methylene chloride to 20% MeOH/methylene chloride as the gradient eluant to yield the desired product which was then made into the its hydrochloride salt with hydrogen chloride in dioxane. Starting materials: ClCCCC(C)=O (5-chloropentan-2-one), C([O-])([O-])=O.[K+].[K+] (potassium carbonate), ClC1=C(C=CC=C1)O (2-chlorophenol), BrBr (bromine). Solvent: C(Cl)Cl (methylene chloride), CN(C=O)C (dimethylformamide), O (water), C(Cl)Cl (methylene chloride). Reaction conditions: time 15 minute. Yields the product C(C)(=O)C1(CC1)OC1=C(C=CC=C1)Cl (1-acetyl-1-(2-chlorophenoxy)-cyclopropane). Yield: 52.9%. As a reaction SMILES: BrBr.Cl[CH2:4][CH2:5][CH2:6][C:7](=[O:9])[CH3:8].C(=O)([O-])[O-].[K+].[K+].[Cl:16][C:17]1[CH:22]=[CH:21][CH:20]=[CH:19][C:18]=1[OH:23]>C(Cl)Cl.CN(C)C=O.O>[C:7]([C:6]1([O:23][C:18]2[CH:19]=[CH:20][CH:21]=[CH:22][C:17]=2[Cl:16])[CH2:4][CH2:5]1)(=[O:9])[CH3:8] |f:2.3.4|. Procedure details: A solution of 134 g (0.84 mol) of bromine in 130 ml of methylene chloride is added dropwise at 10° C. with stirring to a mixture of 100 g (0.83 mol) of 5-chloropentan-2-one and 400 ml of methylene chloride. After completion of the addition, the reaction mixture is stirred for a further 15 minutes and then poured into 500 ml of water. The organic phase is separated off, washed successively with 5% strength aqueous sodium carbonate solution and with water, then dried over sodium sulphate and conce... Starting materials: FC(C(=O)O)(F)F.FC(C(=O)O)(F)F.FC(C(=O)O)(F)F.ClC=1C=NC=2NC=3C=NC=C(CCC4=C(C=CC(NC1N2)=C4)NC(CC4CCNCC4)=O)C3 (N-[6-chloro-2,4,8,18,22-pentaazatetracyclo[14.3.1.1(3,7).1(9,13)]docosa-1(20),3(22),4,6,9(21),10,12,16,18-nonaen-12-yl]-2-piperidin-4-ylacetamide tris(trifluoroacetate)), CN1N=C(C=C1)C(=O)Cl (1-methyl-1H-pyrazole-3-carbonyl chloride). The product is FC(C(=O)O)(F)F.FC(C(=O)O)(F)F.ClC=1C=NC=2NC=3C=NC=C(CCC4=C(C=CC(NC1N2)=C4)NC(CC4CCN(CC4)C(=O)C4=NN(C=C4)C)=O)C3 (N-[6-Chloro-2,4,8,18,22-pentaazatetracyclo[14.3.1.1(3,7).1(9,13)]docosa-1(20),3(22),4,6,9(21),10,12,16,18-nonaen-12-yl]-2-{1-[(1-methyl-1H-pyrazol-3-yl)carbonyl]piperidin-4-yl}acetamide bis(trifluoroacetate)). The yield is 36.0%. RXN SMILES: [F:1][C:2]([F:7])([F:6])[C:3]([OH:5])=[O:4].[F:8][C:9]([F:14])([F:13])[C:10]([OH:12])=[O:11].FC(F)(F)C(O)=O.[Cl:22][C:23]1[CH:24]=[N:25][C:26]2[NH:27][C:28]3[CH:29]=[N:30][CH:31]=[C:32]([CH:54]=3)[CH2:33][CH2:34][C:35]3[CH:43]=[C:39]([NH:40][C:41]=1[N:42]=2)[CH:38]=[CH:37][C:36]=3[NH:44][C:45](=[O:53])[CH2:46][CH:47]1[CH2:52][CH2:51][NH:50][CH2:49][CH2:48]1.[CH3:55][N:56]1[CH:60]=[CH:59][C:58]([C:61](Cl)=[O:62])=[N:57]1>>[F:1][C:2]([F:7])([F:6])[C:3]([OH:5])=[O:4].[F:8][C:9]([F:14])([F:13])[C:10]([OH:12])=[O:11].[Cl:22][C:23]1[CH:24]=[N:25][C:26]2[NH:27][C:28]3[CH:29]=[N:30][CH:31]=[C:32]([CH:54]=3)[CH2:33][CH2:34][C:35]3[CH:43]=[C:39]([NH:40][C:41]=1[N:42]=2)[CH:38]=[CH:37][C:36]=3[NH:44][C:45](=[O:53])[CH2:46][CH:47]1[CH2:52][CH2:51][N:50]([C:61]([C:58]2[CH:59]=[CH:60][N:56]([CH3:55])[N:57]=2)=[O:62])[CH2:49][CH2:48]1 |f:0.1.2.3,5.6.7|. Procedure: The desired compound was prepared according to the procedure of Example A20, using N-[6-chloro-2,4,8,18,22-pentaazatetracyclo[14.3.1.1(3,7).1(9,13)]docosa-1(20),3(22),4,6,9(21),10,12,16,18-nonaen-12-yl]-2-piperidin-4-ylacetamide tris(trifluoroacetate) and 1-methyl-1H-pyrazole-3-carbonyl chloride as starting materials in 36% yield. 1H NMR (300 MHz, DMSO-d6): δ 10.08 (s, 1H), 9.41 (s, 2H), 9.02 (s, 1H), 8.30 (m, 2H), 8.20 (s, 1H), 7.72 (s, 1H), 7.65 (s, 1H), 7.30 (d, 1H), 7.05 (d, 1H), 6.47 (s, 1H... Reactants: Brc1ccc2nc(NC3CCc4ccccc43)ccc2c1, CC(=O)C1CCCCC1=O, O=C([O-])[O-], CN1CCCC1=O, Cl[Cu], [K+], [K+], O, c1c[nH]cn1. The product is c1ccc2c(c1)CCC2Nc1ccc2cc(-n3ccnc3)ccc2n1. Reaction SMILES: [Br:1][c:2]1[cH:3][c:4]2[cH:5][cH:6][c:7]([NH:12][CH:13]3[CH2:14][CH2:15][c:16]4[cH:17][cH:18][cH:19][cH:20][c:21]43)[n:8][c:9]2[cH:10][cH:11]1.[C:27]([CH:28]1[CH2:29][CH2:30][CH2:31][CH2:32][C:33]1=[O:34])(=[O:35])[CH3:36].[C:37](=[O:38])([O-:39])[O-:40].[CH3:46][N:47]1[CH2:48][CH2:49][CH2:50][C:51]1=[O:52].[Cu:43][Cl:44].[K+:41].[K+:42].[OH2:45].[nH:22]1[cH:23][n:24][cH:25][cH:26]1>>[c:2]1(-[n:22]2[cH:23][n:24][cH:25][cH:26]2)[cH:3][c:4]2[cH:5][cH:6][c:7]([NH:12][CH:13]3[CH2:14][CH2:15][c:16]4[cH:17][cH:18][cH:19][cH:20][c:21]43)[n:8][c:9]2[cH:10][cH:11]1.